From a dataset of the Open Reaction Database (ORD), a public repository of structured organic reaction records. describe an organic reaction: reactants, conditions, products, and yield Reactants: C#Cc1cccc([N+](=O)[O-])c1, C1CCOC1, CC(C)NC(C)C, [Cu]I, CSc1nccc(I)n1. Product: CSc1nccc(C#Cc2cccc([N+](=O)[O-])c2)n1. RXN SMILES: [C:17](#[CH:18])[c:19]1[cH:20][c:21]([N+:25](=[O:26])[O-:27])[cH:22][cH:23][cH:24]1.[CH2:28]1[O:29][CH2:30][CH2:31][CH2:32]1.[CH:10]([NH:11][CH:12]([CH3:13])[CH3:14])([CH3:15])[CH3:16].[Cu:33][I:34].[I:1][c:2]1[n:3][c:4]([S:8][CH3:9])[n:5][cH:6][cH:7]1>>[c:2]1([C:18]#[C:17][c:19]2[cH:20][c:21]([N+:25](=[O:26])[O-:27])[cH:22][cH:23][cH:24]2)[n:3][c:4]([S:8][CH3:9])[n:5][cH:6][cH:7]1. Starting materials: C1COCCO1, CC1(C(N)=O)CCCNC1, O=C(Cl)OCc1ccccc1, Cl, [Na+], [Na+], O=C([O-])[O-], O. Product: CC1(C(N)=O)CCCN(C(=O)OCc2ccccc2)C1. RXN SMILES: [CH2:12]1[O:13][CH2:14][CH2:15][O:16][CH2:17]1.[CH3:2][C:3]1([C:9](=[O:10])[NH2:11])[CH2:4][NH:5][CH2:6][CH2:7][CH2:8]1.[Cl:24][C:25](=[O:26])[O:27][CH2:28][c:29]1[cH:30][cH:31][cH:32][cH:33][cH:34]1.[ClH:1].[Na+:18].[Na+:19].[O-:20][C:21](=[O:22])[O-:23].[OH2:35]>>[CH3:2][C:3]1([C:9](=[O:10])[NH2:11])[CH2:4][N:5]([C:25](=[O:26])[O:27][CH2:28][c:29]2[cH:30][cH:31][cH:32][cH:33][cH:34]2)[CH2:6][CH2:7][CH2:8]1. The reactants are CCc1cc(C(F)(F)F)cc2c1CC1CN(C(=O)OC(C)(C)C)CCN1C2=O, C1COCCO1, CCOCC, CCO, Cl. Yields the product Cl, CCc1cc(C(F)(F)F)cc2c1CC1CNCCN1C2=O. As a reaction SMILES: [C:1]([O:2][C:3](=[O:4])[N:8]1[CH2:9][CH:10]2[N:11]([C:12](=[O:26])[c:13]3[cH:14][c:15]([C:22]([F:23])([F:24])[F:25])[cH:16][c:17]([CH2:20][CH3:21])[c:18]3[CH2:19]2)[CH2:27][CH2:28]1)([CH3:5])([CH3:6])[CH3:7].[CH2:30]1[O:31][CH2:32][CH2:33][O:34][CH2:35]1.[CH3:36][CH2:37][O:38][CH2:39][CH3:40].[CH3:41][CH2:42][OH:43].[ClH:29]>>[ClH:29].[NH:8]1[CH2:9][CH:10]2[N:11]([C:12](=[O:26])[c:13]3[cH:14][c:15]([C:22]([F:23])([F:24])[F:25])[cH:16][c:17]([CH2:20][CH3:21])[c:18]3[CH2:19]2)[CH2:27][CH2:28]1.